This data is from the Open Reaction Database (ORD), a public repository of structured organic reaction records. The task is: describe an organic reaction: reactants, conditions, products, and yield Reactants: FC=1C=C(C=CC1)B(O)O (3-fluorophenylboronic acid), C1(CCCCC1)P(C1CCCCC1)C1CCCCC1 (tricyclohexylphosphine), ClC1=NC=C(C(=C1)I)Cl (2,5-dichloro-4-iodopyridine), P(=O)([O-])([O-])[O-].[K+].[K+].[K+] (potassium phosphate). The reagents and catalysts are C=1C=CC(=CC1)/C=C/C(=O)/C=C/C2=CC=CC=C2.C=1C=CC(=CC1)/C=C/C(=O)/C=C/C2=CC=CC=C2.C=1C=CC(=CC1)/C=C/C(=O)/C=C/C2=CC=CC=C2.[Pd].[Pd] (tris(dibenzylideneacetone)dipalladium(0)). Run in O1CCOCC1 (dioxane), O (water). Conditions: temperature 95 celsius, time 2 hour. Product: ClC1=NC=C(C(=C1)C1=CC(=CC=C1)F)Cl (2,5-dichloro-4-(3-fluorophenyl)pyridine). Reaction SMILES: [F:1][C:2]1[CH:3]=[C:4](B(O)O)[CH:5]=[CH:6][CH:7]=1.C1(P(C2CCCCC2)C2CCCCC2)CCCCC1.[Cl:30][C:31]1[CH:36]=[C:35](I)[C:34]([Cl:38])=[CH:33][N:32]=1.P([O-])([O-])([O-])=O.[K+].[K+].[K+]>O.C1C=CC(/C=C/C(/C=C/C2C=CC=CC=2)=O)=CC=1.C1C=CC(/C=C/C(/C=C/C2C=CC=CC=2)=O)=CC=1.C1C=CC(/C=C/C(/C=C/C2C=CC=CC=2)=O)=CC=1.[Pd].[Pd].O1CCOCC1>[Cl:30][C:31]1[CH:36]=[C:35]([C:4]2[CH:5]=[CH:6][CH:7]=[C:2]([F:1])[CH:3]=2)[C:34]([Cl:38])=[CH:33][N:32]=1 |f:3.4.5.6,8.9.10.11.12|. Procedure details: To a mixture of 3-fluorophenylboronic acid (0.776 g, 5.5 mmol), tris(dibenzylideneacetone)dipalladium(0) (0.140 g, 0.15 mmol), tricyclohexylphosphine (0.087 g, 0.31 mmol), and 2,5-dichloro-4-iodopyridine 20 (1.5 g, 5.6 mmol) was added dioxane (15 mL) and a solution of potassium phosphate (2.0 g, 9.6 mmol) in water (7.5 mL). The reaction mixture was degassed by bubbling nitrogen through the solution for 10 min, and the reaction mixture was heated to 95° C. After 2 h, the reaction mixture was dilu... Reactants: Cc1ccccc1B(O)O, CC(CNS(C)(=O)=O)c1ccc(Br)cc1, O. The product is Cc1ccccc1-c1ccc(C(C)CNS(C)(=O)=O)cc1. As a reaction SMILES: [CH3:16][c:17]1[c:18]([B:23]([OH:24])[OH:25])[cH:19][cH:20][cH:21][cH:22]1.[CH3:1][S:2](=[O:3])(=[O:4])[NH:5][CH2:6][CH:7]([CH3:8])[c:9]1[cH:10][cH:11][c:12]([Br:15])[cH:13][cH:14]1.[OH2:26]>>[CH3:1][S:2](=[O:3])(=[O:4])[NH:5][CH2:6][CH:7]([CH3:8])[c:9]1[cH:10][cH:11][c:12](-[c:18]2[c:17]([CH3:16])[cH:22][cH:21][cH:20][cH:19]2)[cH:13][cH:14]1. The reactants are ClC1=C(C=C(C=C1CC1=CC=C(C=C1)OCC)[C@@H]1O[C@@H]([C@H]([C@@H]([C@H]1OCC1=CC=CC=C1)OCC1=CC=CC=C1)OCC1=CC=CC=C1)COCC1=CC=CC=C1)O (2-Chloro-3-(4-ethoxybenzyl)-5-((2S,3S,4R,5R,6R)-3,4,5-tris(benzyloxy)-6-(benzyloxymethyl)tetrahydro-2H-pyran-2-yl)phenol), C(C1=CC=CC=C1)O[C@@H]1[C@H](O[C@H]([C@@H]([C@H]1OCC1=CC=CC=C1)OCC1=CC=CC=C1)C1=C(C(=C(C(=C1)CC1=CC=C(C=C1)OCC)Cl)OC)OC)COCC1=CC=CC=C1 ((2R,3R,4R,5S,6S)-3,4,5-Tris(benzyloxy)-2-((benzyloxy)methyl)-6-(4-chloro-5-(4-ethoxybenzyl)-2,3-dimethoxyphenyl)tetrahydro-2H-pyran). Yields the product ClC1=C(C(=C(C=C1CC1=CC=C(C=C1)OCC)[C@@H]1O[C@@H]([C@H]([C@@H]([C@H]1OCC1=CC=CC=C1)OCC1=CC=CC=C1)OCC1=CC=CC=C1)COCC1=CC=CC=C1)OC)O (2-Chloro-3-(4-ethoxybenzyl)-6-methoxy-5-((2S,3S,4R,5R,6R)-3,4,5-tris(benzyloxy)-6-((benzyloxy)methyl)tetrahydro-2H-pyran-2-yl)phenol). RXN SMILES: ClC1C(CC2C=CC(OCC)=CC=2)=CC([C@H]2[C@H](OCC3C=CC=CC=3)[C@@H](OCC3C=CC=CC=3)[C@H](OCC3C=CC=CC=3)[C@@H](COCC3C=CC=CC=3)O2)=CC=1O.[CH2:58]([O:65][C@H:66]1[C@H:71]([O:72][CH2:73][C:74]2[CH:79]=[CH:78][CH:77]=[CH:76][CH:75]=2)[C@@H:70]([O:80][CH2:81][C:82]2[CH:87]=[CH:86][CH:85]=[CH:84][CH:83]=2)[C@H:69]([C:88]2[CH:93]=[C:92]([CH2:94][C:95]3[CH:100]=[CH:99][C:98]([O:101][CH2:102][CH3:103])=[CH:97][CH:96]=3)[C:91]([Cl:104])=[C:90]([O:105]C)[C:89]=2[O:107][CH3:108])[O:68][C@@H:67]1[CH2:109][O:110][CH2:111][C:112]1[CH:117]=[CH:116][CH:115]=[CH:114][CH:113]=1)[C:59]1[CH:64]=[CH:63][CH:62]=[CH:61][CH:60]=1>>[Cl:104][C:91]1[C:92]([CH2:94][C:95]2[CH:96]=[CH:97][C:98]([O:101][CH2:102][CH3:103])=[CH:99][CH:100]=2)=[CH:93][C:88]([C@H:69]2[C@H:70]([O:80][CH2:81][C:82]3[CH:87]=[CH:86][CH:85]=[CH:84][CH:83]=3)[C@@H:71]([O:72][CH2:73][C:74]3[CH:79]=[CH:78][CH:77]=[CH:76][CH:75]=3)[C@H:66]([O:65][CH2:58][C:59]3[CH:60]=[CH:61][CH:62]=[CH:63][CH:64]=3)[C@@H:67]([CH2:109][O:110][CH2:111][C:112]3[CH:113]=[CH:114][CH:115]=[CH:116][CH:117]=3)[O:68]2)=[C:89]([O:107][CH3:108])[C:90]=1[OH:105]. Reported procedure: Similar procedure with preparation of 77 proceeded except for using compound 162 to obtain the compound 163. Starting materials: Cc1ccc(C(=O)N2CCN(C)CC2)cc1Br, COc1ccc(CN(Cc2ccc(OC)cc2)c2ncc(-c3nc(N4CCOCC4)nc4c3CCN4)cn2)cc1, COc1ccc(CN(Cc2ccc(OC)cc2)c2ncc(-c3nc(N4CCOCC4)nc4c3CCN4c3cc(C(=O)N4CCN(C)CC4)ccc3C)cn2)cc1. The product is Cc1ccc(C(=O)N2CCN(C)CC2)cc1N1CCc2c(-c3cnc(N)nc3)nc(N3CCOCC3)nc21. RXN SMILES: [Br:41][c:42]1[cH:43][c:44]([C:45]([N:46]2[CH2:47][CH2:48][N:49]([CH3:50])[CH2:51][CH2:52]2)=[O:53])[cH:54][cH:55][c:56]1[CH3:57].[CH3:1][O:2][c:3]1[cH:4][cH:5][c:6]([CH2:7][N:8]([CH2:9][c:10]2[cH:11][cH:12][c:13]([O:14][CH3:15])[cH:16][cH:17]2)[c:18]2[n:19][cH:20][c:21](-[c:22]3[c:23]4[c:27]([n:28][c:29]([N:30]5[CH2:31][CH2:32][O:33][CH2:34][CH2:35]5)[n:36]3)[NH:26][CH2:25][CH2:24]4)[cH:37][n:38]2)[cH:39][cH:40]1.[CH3:58][O:59][c:60]1[cH:61][cH:62][c:63]([CH2:64][N:65]([c:66]2[n:67][cH:68][c:69](-[c:72]3[c:73]4[c:74]([n:75][c:76]([N:78]5[CH2:79][CH2:80][O:81][CH2:82][CH2:83]5)[n:77]3)[N:84]([c:87]3[cH:88][c:89]([C:94](=[O:95])[N:96]5[CH2:97][CH2:98][N:99]([CH3:102])[CH2:100][CH2:101]5)[cH:90][cH:91][c:92]3[CH3:93])[CH2:85][CH2:86]4)[cH:70][n:71]2)[CH2:103][c:104]2[cH:105][cH:106][c:107]([O:108][CH3:109])[cH:110][cH:111]2)[cH:112][cH:113]1>>[NH2:65][c:66]1[n:67][cH:68][c:69](-[c:72]2[c:73]3[c:74]([n:75][c:76]([N:78]4[CH2:79][CH2:80][O:81][CH2:82][CH2:83]4)[n:77]2)[N:84]([c:87]2[cH:88][c:89]([C:94](=[O:95])[N:96]4[CH2:97][CH2:98][N:99]([CH3:102])[CH2:100][CH2:101]4)[cH:90][cH:91][c:92]2[CH3:93])[CH2:85][CH2:86]3)[cH:70][n:71]1.